Dataset: the Open Reaction Database (ORD), a public repository of structured organic reaction records. Task: describe an organic reaction: reactants, conditions, products, and yield Starting materials: OC1=CC(=C(C=O)C=C1[N+](=O)[O-])C (4-hydroxy-2-methyl-5-nitrobenzaldehyde), substituted-2-nitrophenols, C1(=CC=CC=C1)O (phenol), COC(C(C)Br)=O (methyl-2-bromopropanoate). The product is C(=O)C1=CC(=C(OC(C(=O)OC)C)C=C1C)[N+](=O)[O-] (Methyl 2-(4-formyl-5-methyl-2-nitrophenoxy)propanoate). RXN SMILES: [OH:1][C:2]1[C:9]([N+:10]([O-:12])=[O:11])=[CH:8][C:5]([CH:6]=[O:7])=[C:4]([CH3:13])[CH:3]=1.C1(O)C=CC=CC=1.[CH3:21][O:22][C:23](=[O:27])[CH:24](Br)[CH3:25]>>[CH:6]([C:5]1[C:4]([CH3:13])=[CH:3][C:2]([O:1][CH:24]([CH3:25])[C:23]([O:22][CH3:21])=[O:27])=[C:9]([N+:10]([O-:12])=[O:11])[CH:8]=1)=[O:7]. Procedure details: Using 4-hydroxy-2-methyl-5-nitrobenzaldehyde as the phenol and methyl-2-bromopropanoate as the alkylating agent in the general procedure for alkylation of substituted-2-nitrophenols gives the title compound as a white solid: 1H NMR (400 MHz, DMSO-d6) δ ppm 1.58 (d, J=6.82 Hz, 3 H) 2.66 (s, 3H) 3.70 (s, 3H) 5.47 (q, J=6.82 Hz, 1H) 7.26 (s, 1H) 8.36 (s, 1H) 10.11. ESI-MS: m/z 268.2 (M+H)+. The reactants are COc1ccc(CN)cc1, CCO, c1ccc(C(c2ccccc2)C2CC3OC3CO2)cc1. The product is COc1ccc(CNC2COC(C(c3ccccc3)c3ccccc3)CC2O)cc1. RXN SMILES: [CH3:21][O:22][c:23]1[cH:24][cH:25][c:26]([CH2:27][NH2:28])[cH:29][cH:30]1.[CH3:31][CH2:32][OH:33].[CH:1]([c:2]1[cH:3][cH:4][cH:5][cH:6][cH:7]1)([c:8]1[cH:9][cH:10][cH:11][cH:12][cH:13]1)[CH:14]1[O:15][CH2:16][CH:17]2[O:18][CH:19]2[CH2:20]1>>[CH:1]([c:2]1[cH:3][cH:4][cH:5][cH:6][cH:7]1)([c:8]1[cH:9][cH:10][cH:11][cH:12][cH:13]1)[CH:14]1[O:15][CH2:16][CH:17]([NH:28][CH2:27][c:26]2[cH:25][cH:24][c:23]([O:22][CH3:21])[cH:30][cH:29]2)[CH:19]([OH:18])[CH2:20]1. The reactants are N(=[N+]=[N-])CC=1C=C(C(C(=O)OC)=CC1)O (methyl 4-azidomethylsalicylate), Cl (hydrochloric acid), [H][H] (hydrogen), [OH-].[K+] (potassium hydroxide). The reagents and catalysts are [Pd] (Palladium on carbon). Solvent: CO (methanol), 2L, O (water), C(C)O (ethanol). Yields the product Cl.NCC=1C=C(C(C(=O)OC)=CC1)O (methyl 4-aminomethylsalicylate hydrochloride). The yield is 65.0%. Reaction SMILES: [N:1]([CH2:4][C:5]1[CH:6]=[C:7]([OH:15])[C:8](=[CH:13][CH:14]=1)[C:9]([O:11][CH3:12])=[O:10])=[N+]=[N-].[ClH:16].[H][H].[OH-].[K+]>CO.[Pd].O.C(O)C>[ClH:16].[NH2:1][CH2:4][C:5]1[CH:6]=[C:7]([OH:15])[C:8](=[CH:13][CH:14]=1)[C:9]([O:11][CH3:12])=[O:10] |f:3.4,9.10|. Procedure: Crude methyl 4-azidomethylsalicylate was dissolved in methanol (750 mL) in a 2L Parr hydrogenation flask. Palladium on carbon catalyst (10% [w/w], 3.8 g) in water (25 mL) was added, followed by concentrated hydrochloric acid (35 mL). The flask was affixed to a Parr hydrogenator, and the mixture was shaken at room temperature under 40 psi of hydrogen for 16 hours. The reaction mixture was then filtered through a 0.45 mm nylon filter. The retained solid was then washed with methanol (150 mL), wate... The reactants are NC=1SC=C(C1S(=O)(=O)N)COCOC (2-amino-4-[(methoxymethoxy)methyl]thiophene-3-sulfonamide), CSC(=C1C(N(C2=CC=CC=C2C1=O)N1C(C2=CC=CC=C2C1=O)=O)=O)SC (3-[bis(methylthio)methylene]-1-(1,3-dioxo-1,3-dihydro-2H-isoindol-2-yl)quinoline-2,4(1H,3H)-dione). The solvent is C1(=CC=CC=C1)C (toluene). Yields the product OC1=C(C(N(C2=CC=CC=C12)N1C(C2=CC=CC=C2C1=O)=O)=O)C1=NS(C2=C(N1)SC=C2COCOC)(=O)=O (2-[4-hydroxy-3-{7-[(methoxymethoxy)methyl]-1,1-dioxido-4H-thieno[2,3-e][1,2,4]thiadiazin-3-yl}-2-oxoquinolin-1(2H)-yl]-1H-isoindole-1,3(2H)-dione). The yield is 61.1%. Reaction SMILES: [NH2:1][C:2]1[S:3][CH:4]=[C:5]([CH2:11][O:12][CH2:13][O:14][CH3:15])[C:6]=1[S:7]([NH2:10])(=[O:9])=[O:8].CS[C:18](SC)=[C:19]1[C:28](=[O:29])[C:27]2[C:22](=[CH:23][CH:24]=[CH:25][CH:26]=2)[N:21]([N:30]2[C:38](=[O:39])[C:37]3[C:32](=[CH:33][CH:34]=[CH:35][CH:36]=3)[C:31]2=[O:40])[C:20]1=[O:41]>C1(C)C=CC=CC=1>[OH:29][C:28]1[C:27]2[C:22](=[CH:23][CH:24]=[CH:25][CH:26]=2)[N:21]([N:30]2[C:31](=[O:40])[C:32]3[C:37](=[CH:36][CH:35]=[CH:34][CH:33]=3)[C:38]2=[O:39])[C:20](=[O:41])[C:19]=1[C:18]1[NH:1][C:2]2[S:3][CH:4]=[C:5]([CH2:11][O:12][CH2:13][O:14][CH3:15])[C:6]=2[S:7](=[O:8])(=[O:9])[N:10]=1. Procedure details: The product of Example 309G (32.6 mg, 0.13 mmol) and the product of Example 350C (53 mg, 0.13 mmol) were reacted in toluene (3 mL) at 100° C. for 3 hours. The resulting precipitate was collected by filtration and washed with methanol and diethyl ether to give the title compound (45 mg, 61.5%). 1H NMR (300 MHz, DMSO-d6) δ 3.32 (s, 3 H), 4.61 (s, 2 H), 4.70 (s, 2 H), 7.28 (s, 1 H), 7.42 (m, 1 H), 7.70 (d, J=4.04 Hz, 2 H), 8.06 (m, 2 H), 8.11 (m, 2 H), 8.22 (d, J=8.09 Hz, 1 H). MS (ESI−) m/z 565 (M...